This data is from the Open Reaction Database (ORD), a public repository of structured organic reaction records. The task is: describe an organic reaction: reactants, conditions, products, and yield Starting materials: FC1=C(C=CC(=C1)OC)O (2-fluoro-4-methoxyphenol), BrC1=C(C(=O)O)C=C(C(=C1)F)Br (2,5-dibromo-4-fluorobenzoic acid), C(C)(=O)OCC (ethyl acetate), C([O-])([O-])=O.[Cs+].[Cs+] (cesium carbonate). Run in C1(=CC=CC=C1)C (toluene), C1(=CC=CC=C1)C (toluene). Run at time 20 minute. Product: BrC=1C(=CC(=C(C(=O)O)C1)OC1=C(C=C(C=C1)OC)F)F (5-bromo-4-fluoro-2-(2-fluoro-4-methoxyphenoxy)benzoic acid). Reaction SMILES: [F:1][C:2]1[CH:7]=[C:6]([O:8][CH3:9])[CH:5]=[CH:4][C:3]=1[OH:10].Br[C:12]1[CH:20]=[C:19]([F:21])[C:18]([Br:22])=[CH:17][C:13]=1[C:14]([OH:16])=[O:15].C(OCC)(=O)C.C(=O)([O-])[O-].[Cs+].[Cs+]>C1(C)C=CC=CC=1>[Br:22][C:18]1[C:19]([F:21])=[CH:20][C:12]([O:10][C:3]2[CH:4]=[CH:5][C:6]([O:8][CH3:9])=[CH:7][C:2]=2[F:1])=[C:13]([CH:17]=1)[C:14]([OH:16])=[O:15] |f:3.4.5|. Procedure: A 2 L RB flask was charged with 2-fluoro-4-methoxyphenol (49.6 g, 349 mmol), 2,5-dibromo-4-fluorobenzoic acid (80 g, 269 mmol), ethyl acetate (1.316 mL, 13.43 mmol), cesium carbonate (192 g, 591 mmol) and toluene (1200 mL). To the mixture at was added copper(I) triflate toluene complex (2:1) (1.713 g, 8.06 mmol) and it was stirred at room temperature for 20 minutes. The solution was then heated to 75° C. for 16 hours at which point the toluene was removed under reduced pressure. The solution was...